Task: describe an organic reaction: reactants, conditions, products, and yield. Dataset: the Open Reaction Database (ORD), a public repository of structured organic reaction records Starting materials: CSc1cccc(C(=O)c2nnnn2C)c1, Cl, NO, c1ccncc1. Yields the product CSc1cccc(C(=NO)c2nnnn2C)c1. RXN SMILES: [CH3:1][S:2][c:3]1[cH:4][c:5]([C:9](=[O:10])[c:11]2[n:12][n:13][n:14][n:15]2[CH3:16])[cH:6][cH:7][cH:8]1.[ClH:17].[NH2:18][OH:19].[cH:20]1[cH:21][cH:22][n:23][cH:24][cH:25]1>>[CH3:1][S:2][c:3]1[cH:4][c:5]([C:9]([c:11]2[n:12][n:13][n:14][n:15]2[CH3:16])=[N:18][OH:19])[cH:6][cH:7][cH:8]1. Reactants: [O-][Si](=O)[O-].[Na+].[Na+] (water glass), SiO2 Na2O, [OH-].[Na+] (sodium hydroxide). Yields the product [Si]([O-])([O-])([O-])[O-].[Na+].[Na+].[Na+].[Na+] (sodium silicate). Reaction SMILES: [O-:1][Si:2]([O-:4])=[O:3].[Na+:5].[Na+].[OH-:7].[Na+]>>[Si:2]([O-:7])([O-:4])([O-:1])[O-:3].[Na+:5].[Na+:5].[Na+:5].[Na+:5] |f:0.1.2,3.4,5.6.7.8.9|. Procedure details: (Comparison) 1600 kg of water glass with an SiO2/Na2O ratio of 2.06 and an active substance content of 45.5% were admixed with 36.8 kg of sodium hydroxide solution (48% strength) and spray-dried in a spray tower from Kestner to give an amorphous sodium silicate having an active substance content of 83%. 15 kg of the amorphous sodium silicate are heat-treated at 720° C. for 90 min in a muffle furnace (Nabertherm, model W1000/H). A second batch is treated identically. The chilled materials (about ... Reactants: ClC1=C(C=CC=C1)C1CCC(NC2=C1C=CC=C2)=O (5-(2-chlorophenyl)-2,3,4,5-tetrahydro-1H-[1]-benzazepin-2-one), C(C(C)C)Br (isobutyl bromide), [H-].[Na+] (sodium hydride). The solvent is CN(C=O)C (dimethylformamide). Run at time 4 hour. Yields the product ClC1=C(C=CC=C1)C1CCC(N(C2=C1C=CC=C2)CC(C)C)=O (5-(2-Chlorophenyl)-1-isobutyl-2,3,4,5-tetrahydro-1H-[1]-benzazepin-2-one). RXN SMILES: [Cl:1][C:2]1[CH:7]=[CH:6][CH:5]=[CH:4][C:3]=1[CH:8]1[C:14]2[CH:15]=[CH:16][CH:17]=[CH:18][C:13]=2[NH:12][C:11](=[O:19])[CH2:10][CH2:9]1.[CH2:20](Br)[CH:21]([CH3:23])[CH3:22].[H-].[Na+]>CN(C)C=O>[Cl:1][C:2]1[CH:7]=[CH:6][CH:5]=[CH:4][C:3]=1[CH:8]1[C:14]2[CH:15]=[CH:16][CH:17]=[CH:18][C:13]=2[N:12]([CH2:20][CH:21]([CH3:23])[CH3:22])[C:11](=[O:19])[CH2:10][CH2:9]1 |f:2.3|. Procedure details: To a solution of 5-(2-chlorophenyl)-2,3,4,5-tetrahydro-1H-[1]-benzazepin-2-one (2.8 g) and isobutyl bromide (2.24 ml) in dimethylformamide (20 ml) was added sodium hydride (0.82 g, 60% oil) at 0° C. The mixture was stirred for 4 hours at room temperature, then the solvent was distilled off, and the residue was purified by means of a silica-gel column chromatography to give 2.98 g of colorless crystals, m.p. 139°-140° C. Product: CC1(C)C2CN(CC3CC3)CC1CN(C(c1ccccc1)c1ccccc1)C2. Starting materials: CC1(C)C2CNCC1CN(CC1CC1)C2, [Li], [NH2-], C1CCOC1, O=C(O)CC(O)(CC(=O)O)C(=O)O, BrC(c1ccccc1)c1ccccc1. Reaction SMILES: [CH:1]1([CH2:4][N:5]2[CH2:6][CH:7]3[CH2:8][NH:9][CH2:10][CH:11]([CH2:12]2)[C:13]3([CH3:14])[CH3:15])[CH2:2][CH2:3]1.[Li:16].[NH2-:17].[O:45]1[CH2:46][CH2:47][CH2:48][CH2:49]1.[OH:32][C:33]([CH2:34][C:35]([C:36](=[O:37])[OH:38])([CH2:39][C:40](=[O:41])[OH:42])[OH:43])=[O:44].[c:18]1([CH:24]([c:25]2[cH:26][cH:27][cH:28][cH:29][cH:30]2)[Br:31])[cH:19][cH:20][cH:21][cH:22][cH:23]1>>[CH:1]1([CH2:4][N:5]2[CH2:6][CH:7]3[CH2:8][N:9]([CH:24]([c:18]4[cH:19][cH:20][cH:21][cH:22][cH:23]4)[c:25]4[cH:26][cH:27][cH:28][cH:29][cH:30]4)[CH2:10][CH:11]([CH2:12]2)[C:13]3([CH3:14])[CH3:15])[CH2:2][CH2:3]1. Reactants: C1CCOC1, CNC, CC1(C)OB(c2cnn(CCCl)c2)OC1(C)C, [I-], [K+], O. Yields the product CN(C)CCn1cc(B2OC(C)(C)C(C)(C)O2)cn1. RXN SMILES: [CH2:18]1[O:19][CH2:20][CH2:21][CH2:22]1.[CH3:25][NH:26][CH3:27].[Cl:1][CH2:2][CH2:3][n:4]1[n:5][cH:6][c:7]([B:9]2[O:10][C:11]([CH3:16])([CH3:17])[C:12]([CH3:14])([CH3:15])[O:13]2)[cH:8]1.[I-:24].[K+:23].[OH2:28]>>[CH2:2]([CH2:3][n:4]1[n:5][cH:6][c:7]([B:9]2[O:10][C:11]([CH3:16])([CH3:17])[C:12]([CH3:14])([CH3:15])[O:13]2)[cH:8]1)[N:26]([CH3:25])[CH3:27]. Starting materials: COC(=O)c1cccnc1C1=CCN(C(=O)OC(C)(C)C)CC1, CCOC(C)=O, [H][H]. Product: COC(=O)c1cccnc1C1CCN(C(=O)OC(C)(C)C)CC1. Reaction SMILES: [CH3:1][O:2][C:3](=[O:4])[c:5]1[c:6]([C:11]2=[CH:16][CH2:15][N:14]([C:17](=[O:18])[O:19][C:20]([CH3:21])([CH3:22])[CH3:23])[CH2:13][CH2:12]2)[n:7][cH:8][cH:9][cH:10]1.[CH3:26][CH2:27][O:28][C:29]([CH3:30])=[O:31].[H:24][H:25]>>[CH3:1][O:2][C:3](=[O:4])[c:5]1[c:6]([CH:11]2[CH2:12][CH2:13][N:14]([C:17](=[O:18])[O:19][C:20]([CH3:21])([CH3:22])[CH3:23])[CH2:15][CH2:16]2)[n:7][cH:8][cH:9][cH:10]1. Starting materials: CC(C)(C)OC(=O)NC1=NC(c2cc(N)ccc2F)(C(F)F)CCOC1, N#Cc1ccc(C(=O)O)nc1, ClCCCl, CCN(C(C)C)C(C)C, CN(C)C=O. The product is CC(C)(C)OC(=O)NC1=NC(c2cc(NC(=O)c3ccc(C#N)cn3)ccc2F)(C(F)F)CCOC1. As a reaction SMILES: [C:1]([CH3:2])([CH3:3])([CH3:4])[O:5][C:6]([NH:7][C:8]1=[N:14][C:13]([CH:15]([F:16])[F:17])([c:18]2[c:19]([F:25])[cH:20][cH:21][c:22]([NH2:24])[cH:23]2)[CH2:12][CH2:11][O:10][CH2:9]1)=[O:26].[C:27](#[N:28])[c:29]1[cH:30][cH:31][c:32]([C:35](=[O:36])[OH:37])[n:33][cH:34]1.[CH2:38]([Cl:39])[CH2:40][Cl:41].[CH:42]([N:43]([CH2:44][CH3:45])[CH:46]([CH3:47])[CH3:48])([CH3:49])[CH3:50].[O:51]=[CH:52][N:53]([CH3:54])[CH3:55]>>[C:1]([CH3:2])([CH3:3])([CH3:4])[O:5][C:6]([NH:7][C:8]1=[N:14][C:13]([CH:15]([F:16])[F:17])([c:18]2[c:19]([F:25])[cH:20][cH:21][c:22]([NH:24][C:35]([c:32]3[cH:31][cH:30][c:29]([C:27]#[N:28])[cH:34][n:33]3)=[O:36])[cH:23]2)[CH2:12][CH2:11][O:10][CH2:9]1)=[O:26]. Reactants: C(=O)(O)C(C1=CC(=C(C(=C1)Br)O)Br)N1C(C(C1)NC(C(=NO)C1=CC=C(C=C1)OCCC(NC(C(F)(F)F)=O)C(=O)O)=O)=O (1-(α-Carboxy-3,5-dibromo-4-hydroxybenzyl)-3-[2-[4-{3-carboxy-3-(2,2,2-trifluoroacetamido)propoxy}phenyl]-2-hydroxyiminoacetamido]-2-azetidinone), [OH-].[Na+] (sodium hydroxide), Cl (hydrochloric acid). The solvent is O (water). Conditions: time 30 minute. Yields the product C(=O)(O)C(C1=CC(=C(C(=C1)Br)O)Br)N1C(C(C1)NC(C(=NO)C1=CC=C(C=C1)OCCC(C(=O)O)N)=O)=O (1-(α-carboxy-3,5-dibromo-4-hydroxybenzyl)-3-[2-{4-(3-amino-3-carboxypropoxy)phenyl}-2-hydroxyiminoacetamido]-2-azetidinone). The yield is 9.2%. As a reaction SMILES: [C:1]([CH:4]([N:14]1[CH2:17][CH:16]([NH:18][C:19](=[O:43])[C:20]([C:23]2[CH:28]=[CH:27][C:26]([O:29][CH2:30][CH2:31][CH:32]([C:40]([OH:42])=[O:41])[NH:33]C(=O)C(F)(F)F)=[CH:25][CH:24]=2)=[N:21][OH:22])[C:15]1=[O:44])[C:5]1[CH:10]=[C:9]([Br:11])[C:8]([OH:12])=[C:7]([Br:13])[CH:6]=1)([OH:3])=[O:2].[OH-].[Na+].Cl>O>[C:1]([CH:4]([N:14]1[CH2:17][CH:16]([NH:18][C:19](=[O:43])[C:20]([C:23]2[CH:24]=[CH:25][C:26]([O:29][CH2:30][CH2:31][CH:32]([NH2:33])[C:40]([OH:42])=[O:41])=[CH:27][CH:28]=2)=[N:21][OH:22])[C:15]1=[O:44])[C:5]1[CH:10]=[C:9]([Br:11])[C:8]([OH:12])=[C:7]([Br:13])[CH:6]=1)([OH:3])=[O:2] |f:1.2|. Procedure details: 1-(α-Carboxy-3,5-dibromo-4-hydroxybenzyl)-3-[2-[4-{3-carboxy-3-(2,2,2-trifluoroacetamido)propoxy}phenyl]-2-hydroxyiminoacetamido]-2-azetidinone (0.50 g.) was suspended in water (3 ml.), and 1N-sodium hydroxide aqueous solution (3 ml) was added to said suspension, and then the solution was stirred for 30 minutes. The reaction mixture was adjusted to pH 3 with 10% hydrochloric acid under ice-cooling. The precipitated crystals were collected by filtration, and the crystals were dissolved in a small... Reactants: CN1C2=CC=C(C=C2S(C=2C=C(C=CC12)C1=CC=CC2=CC=CC=C12)=O)C1=CC=CC2=CC=CC=C12 (10-methyl-3,7-bis(1-naphthyl)phenothiazine 5-oxide), sulfone, ClC1=CC(=CC=C1)C(=O)OO (m-chloroperbenzoic acid). Yields the product CN1C2=CC=C(C=C2S(C=2C=C(C=CC12)C1=CC=CC2=CC=CC=C12)(=O)=O)C1=CC=CC2=CC=CC=C12 (10-Methyl-3,7-bis(1-naphthyl)phenothiazine 5,5-dioxide). As a reaction SMILES: [CH3:1][N:2]1[C:15]2[CH:14]=[CH:13][C:12]([C:16]3[C:25]4[C:20](=[CH:21][CH:22]=[CH:23][CH:24]=4)[CH:19]=[CH:18][CH:17]=3)=[CH:11][C:10]=2[S:9](=[O:26])[C:8]2[C:3]1=[CH:4][CH:5]=[C:6]([C:27]1[C:36]3[C:31](=[CH:32][CH:33]=[CH:34][CH:35]=3)[CH:30]=[CH:29][CH:28]=1)[CH:7]=2.ClC1C=CC=C(C(OO)=[O:45])C=1>>[CH3:1][N:2]1[C:15]2[CH:14]=[CH:13][C:12]([C:16]3[C:25]4[C:20](=[CH:21][CH:22]=[CH:23][CH:24]=4)[CH:19]=[CH:18][CH:17]=3)=[CH:11][C:10]=2[S:9](=[O:45])(=[O:26])[C:8]2[C:3]1=[CH:4][CH:5]=[C:6]([C:27]1[C:36]3[C:31](=[CH:32][CH:33]=[CH:34][CH:35]=3)[CH:30]=[CH:29][CH:28]=1)[CH:7]=2. Procedure: For the preparation as a by-product in the synthesis of 10-methyl-3,7-bis(1-naphthyl)phenothiazine 5-oxide, see under Example 5. For a selective preparation of the sulfone, at least two molar equivalents of m-chloroperbenzoic acid are used. The reactants are C(C1=CC=CC=C1)N1CCC(C1)C(=O)OC ((±) methyl 1-benzyl-4-pyrrolidylcarboxylate), C(O)([O-])=O.[Na+] (sodium hydrogen carbonate), CN(CCN(C)C)C (N,N,N',N'-tetramethylethylenediamine), C(C)(C)NC(C)C (diisopropylamine), C(CCC)[Li] (n-butyllithium), CCCCCC (hexane), C1CO1 (Ethylene oxide). Solvent: CCOCC (ether), CCOCC (ether). Reaction conditions: time 15 minute. The product is C(C1=CC=CC=C1)N1CC2(CCOC2=O)CC1 ((±) 7-Benzyl-7-aza-2-oxaspiro[4.41nonan-1-one), oil. The yield is 36.0%. Reaction SMILES: [CH:1](NC(C)C)(C)C.C([Li])CCC.CCCCCC.CN(C)CCN(C)C.[CH2:27]([N:34]1[CH2:38][CH:37]([C:39]([O:41][CH3:42])=[O:40])[CH2:36][CH2:35]1)[C:28]1[CH:33]=[CH:32][CH:31]=[CH:30][CH:29]=1.C1OC1.C(=O)([O-])O.[Na+]>CCOCC>[CH2:27]([N:34]1[CH2:35][CH2:36][C:37]2([C:39](=[O:40])[O:41][CH2:42][CH2:1]2)[CH2:38]1)[C:28]1[CH:29]=[CH:30][CH:31]=[CH:32][CH:33]=1 |f:6.7|. Procedure details: A solution of diisopropylamine (6.6 ml, 0.047 mole) in dry ether (100 ml) at -65° C. under nitrogen was treated with 1.6 M n-butyllithium in hexane (26.2 ml, 0.042 mole) and the solution stirred for 15 min, before treating with N,N,N',N'-tetramethylethylenediamine (12.3 ml). After stirring for a further 10 min, the solution was treated dropwise over 10 min with a solution of (±) methyl 1-benzyl-4-pyrrolidylcarboxylate (D17, 7.50 g, 0.034 mole) in dry ether (20 ml) and stirring continued at -65° ...